From a dataset of the Open Reaction Database (ORD), a public repository of structured organic reaction records. describe an organic reaction: reactants, conditions, products, and yield Reactants: C[O-], CO, COC(=O)c1ccc(Cl)c(Cl)c1, NNc1ccccc1, [Na+], O. The product is NN(C(=O)c1ccc(Cl)c(Cl)c1)c1ccccc1. RXN SMILES: [CH3:21][O-:22].[CH3:24][OH:25].[Cl:1][c:2]1[cH:3][c:4]([C:5]([O:7][CH3:6])=[O:8])[cH:9][cH:10][c:11]1[Cl:12].[NH2:13][NH:14][c:15]1[cH:16][cH:17][cH:18][cH:19][cH:20]1.[Na+:23].[OH2:26]>>[Cl:1][c:2]1[cH:3][c:4]([C:5](=[O:7])[N:14]([NH2:13])[c:15]2[cH:16][cH:17][cH:18][cH:19][cH:20]2)[cH:9][cH:10][c:11]1[Cl:12]. Reactants: CC(C)(C)[O-].[Na+] (NaOtBu), CC=1N=C(N2N=C(N=CC21)N)C2=CC(=CC=C2)C(F)(F)F (5-methyl-7-[3-(trifluoromethyl)phenyl]imidazo[5,1-f][1,2,4]triazin-2-amine), C(C)(C)(C)P(C1=C(C=CC=C1)C1=CC=CC=C1)C(C)(C)C (2-(Di-t-butylphosphino)biphenyl), CC=1N=C(N2N=C(N=CC21)N)C2=CC(=CC=C2)C(F)(F)F (5-methyl-7-[3-(trifluoromethyl)phenyl]imidazo[5,1-f][1,2,4]triazin-2-amine), BrC1=C(C=C(C=C1)OC)OC (1-bromo-2,4-dimethoxybenzene). The reagents and catalysts are C=1C=CC(=CC1)/C=C/C(=O)/C=C/C2=CC=CC=C2.C=1C=CC(=CC1)/C=C/C(=O)/C=C/C2=CC=CC=C2.C=1C=CC(=CC1)/C=C/C(=O)/C=C/C2=CC=CC=C2.[Pd].[Pd] (Pd2(dba)3). The solvent is O1CCOCC1 (1,4-dioxane). Product: COC1=C(C=CC(=C1)OC)NC1=NN2C(C=N1)=C(N=C2C2=CC(=CC=C2)C(F)(F)F)C (N-(2,4-dimethoxyphenyl)-5-methyl-7-[3-(trifluoromethyl)phenyl]imidazo[5,1-f][1,2,4]triazin-2-amine). Isolated yield 46.6%. Reaction SMILES: [CH3:1][C:2]1[N:3]=[C:4]([C:12]2[CH:17]=[CH:16][CH:15]=[C:14]([C:18]([F:21])([F:20])[F:19])[CH:13]=2)[N:5]2[C:10]=1[CH:9]=[N:8][C:7]([NH2:11])=[N:6]2.Br[C:23]1[CH:28]=[CH:27][C:26]([O:29][CH3:30])=[CH:25][C:24]=1[O:31][CH3:32].C(P(C(C)(C)C)C1C=CC=CC=1C1C=CC=CC=1)(C)(C)C.CC([O-])(C)C.[Na+]>O1CCOCC1.C1C=CC(/C=C/C(/C=C/C2C=CC=CC=2)=O)=CC=1.C1C=CC(/C=C/C(/C=C/C2C=CC=CC=2)=O)=CC=1.C1C=CC(/C=C/C(/C=C/C2C=CC=CC=2)=O)=CC=1.[Pd].[Pd]>[CH3:30][O:29][C:26]1[CH:25]=[C:24]([O:31][CH3:32])[CH:23]=[CH:28][C:27]=1[NH:11][C:7]1[N:8]=[CH:9][C:10]2=[C:2]([CH3:1])[N:3]=[C:4]([C:12]3[CH:17]=[CH:16][CH:15]=[C:14]([C:18]([F:21])([F:19])[F:20])[CH:13]=3)[N:5]2[N:6]=1 |f:3.4,6.7.8.9.10|. Procedure: In a similar manner as described for Example 41, 5-methyl-7-[3-(trifluoromethyl)phenyl]imidazo[5,1-f][1,2,4]triazin-2-amine (Intermediate 45) (0.025 g, 0.09 mmol), 1-bromo-2,4-dimethoxybenzene (0.019 g, 0.09 mmol), Pd2(dba)3 (0.008 g, 0.01 mmol), 2-(Di-t-butylphosphino)biphenyl (0.008 g, 0.03 mmol), and NaOtBu (0.011 g, 0.11 mmol) in 1,4-dioxane (1 mL) gave N-(2,4-dimethoxyphenyl)-5-methyl-7-[3-(trifluoromethyl)phenyl]imidazo[5,1-f][1,2,4]triazin-2-amine (0.018 g) as a yellow solid. 1H NMR (CDCl... Starting materials: C(C1=CC=CC=C1)SC1=C(C(=O)OC)C=CC=C1[N+](=O)[O-] (methyl 2-benzylmercapto-3-nitrobenzoate), C(C)(=O)O (acetic acid). The reagents and catalysts are [Fe] (iron). The solvent is O (water). Reaction conditions: time 3 hour. The product is NC=1C(=C(C(=O)OC)C=CC1)SCC1=CC=CC=C1 (Methyl 3-amino-2-benzylmercaptobenzoate). The yield is 78.3%. RXN SMILES: [CH2:1]([S:8][C:9]1[C:18]([N+:19]([O-])=O)=[CH:17][CH:16]=[CH:15][C:10]=1[C:11]([O:13][CH3:14])=[O:12])[C:2]1[CH:7]=[CH:6][CH:5]=[CH:4][CH:3]=1.C(O)(=O)C>[Fe].O>[NH2:19][C:18]1[C:9]([S:8][CH2:1][C:2]2[CH:7]=[CH:6][CH:5]=[CH:4][CH:3]=2)=[C:10]([CH:15]=[CH:16][CH:17]=1)[C:11]([O:13][CH3:14])=[O:12]. Procedure: 69.8 g of iron powder are added in portions to a mixture of 68.0 g (0.22 mol) of methyl 2-benzylmercapto-3-nitrobenzoate, 215 ml of glacial acetic acid and 480 ml of water. The reaction solution is then stirred at 50°-60° C. for 3 h. The solid is separated off by filtration and then the mother liquor is washed with water and salt and subsequently dried over MgSO4. After concentration of the solution under reduced pressure, 47.1 g of a yellow oil (77%) are obtained; 1H NMR (CDCl3, 80 MHz): δ=3.8 ... Reactants: C(C)(=O)OCC (ethyl acetate), ClCCCOC=1C=2C=CNC2C=CC1 (1-chloro-3-(1H-indole-4-oxy)propane), C1(CC1)C1=C2C(=CN(C2=CC=C1)OC)C=1CCNCC1 (4-(4-cyclopropy1-methoxy-1H-indol-3-yl)-1,2,3,6-tetrahydropyridine), C(C(=O)O)(=O)O (oxalic acid), C(C)(=O)OCC (ethyl acetate). Yields the product C(C(=O)O)(=O)O.N1C=CC2=C(C=CC=C12)OCCCN1CCC(=CC1)C1=CNC2=CC=CC(=C12)OCC1CC1 (1-(4-indolyloxy)-3-[4-(4-cyclopropylmethoxy-1H-indol-3-yl)-1,2,3,6-tetrahydropyridin-1-yl]propane ethanedioate). As a reaction SMILES: Cl[CH2:2][CH2:3][CH2:4][O:5][C:6]1[C:7]2[CH:8]=[CH:9][NH:10][C:11]=2[CH:12]=[CH:13][CH:14]=1.C1([C:18]2[CH:26]=[CH:25][CH:24]=[C:23]3[C:19]=2[C:20]([C:29]2[CH2:30][CH2:31][NH:32][CH2:33][CH:34]=2)=[CH:21][N:22]3OC)CC1.[C:35]([OH:40])(=[O:39])[C:36]([OH:38])=[O:37].C([O:44][CH2:45][CH3:46])(=O)C>>[C:35]([OH:40])(=[O:39])[C:36]([OH:38])=[O:37].[NH:10]1[C:11]2[C:7](=[C:6]([O:5][CH2:4][CH2:3][CH2:2][N:32]3[CH2:33][CH:34]=[C:29]([C:20]4[C:19]5[C:23](=[CH:24][CH:25]=[CH:26][C:18]=5[O:44][CH2:45][CH:46]5[CH2:36][CH2:35]5)[NH:22][CH:21]=4)[CH2:30][CH2:31]3)[CH:14]=[CH:13][CH:12]=2)[CH:8]=[CH:9]1 |f:4.5|. Procedure: The title compound was prepared in similar fashion from 1-chloro-3-(1H-indole-4-oxy)propane and 4-(4-cyclopropy1-methoxy-1H-indol-3-yl)-1,2,3,6-tetrahydropyridine (which was prepared by condensing 4-cyclopropylmethoxyindole with 4-piperidone monohydrate hydrochloride in refluxing methanol with potassium hydroxide). The resulting free base was dissolved in ethyl acetate, and precipitated with one equivalent of oxalic acid in ethyl acetate in 20% overall yield as a white foam . FDMS m/e=441 (M+ of... The reactants are C(C)(C)(C)OC(=O)N1C(CCC1)CCC(C1=CC=CC=C1)[N+](=O)[O-] (2-(3-nitro-3-phenyl-propyl)-pyrrolidine-1-carboxylic acid tert-butyl ester), Cl (HCl). Solvent: CO (methanol), O1CCOCC1 (dioxane). Conditions: time 17 hour. Yields the product [N+](=O)([O-])C(CCC1NCCC1)C1=CC=CC=C1 (2-(3-Nitro-3-phenyl-propyl)-pyrrolidine). Reaction SMILES: C(OC([N:8]1[CH2:12][CH2:11][CH2:10][CH:9]1[CH2:13][CH2:14][CH:15]([N+:22]([O-:24])=[O:23])[C:16]1[CH:21]=[CH:20][CH:19]=[CH:18][CH:17]=1)=O)(C)(C)C.Cl>CO.O1CCOCC1>[N+:22]([CH:15]([C:16]1[CH:21]=[CH:20][CH:19]=[CH:18][CH:17]=1)[CH2:14][CH2:13][CH:9]1[CH2:10][CH2:11][CH2:12][NH:8]1)([O-:24])=[O:23]. Procedure: To a solution of 230 mg (0.688 mmol) 2-(3-nitro-3-phenyl-propyl)-pyrrolidine-1-carboxylic acid tert-butyl ester in 3.5 ml methanol were added 860 ul (0.3.44 mmol) of a 4M HCl solution in dioxane. The mixture was stirred at room temperature for 17 hours. The solvent was removed in vacuo. The residue was dissolved in water. The mixture was basified with a saturated sodium bicarbonate solution and extracted 6 times with dichloromethane. The combined extracts were dried over sodium sulfate, filtered...